This data is from the Open Reaction Database (ORD), a public repository of structured organic reaction records. The task is: describe an organic reaction: reactants, conditions, products, and yield Starting materials: N1(CCNCC1)C=1C=CC=2N(N1)C(=NN2)C(F)(F)F (6-(piperazin-1-yl)-3-(trifluoromethyl)-[1,2,4]triazolo[4,3-b]pyridazine), O(C1=CC=CC=C1)C1=CC=C(C=N1)C=O (6-phenoxypyridine-3-carbaldehyde). RXN SMILES: [N:1]1([C:7]2[CH:8]=[CH:9][C:10]3[N:11]([C:13]([C:16]([F:19])([F:18])[F:17])=[N:14][N:15]=3)[N:12]=2)[CH2:6][CH2:5][NH:4][CH2:3][CH2:2]1.[O:20]([C:27]1[N:32]=[CH:31][C:30]([CH:33]=O)=[CH:29][CH:28]=1)[C:21]1[CH:26]=[CH:25][CH:24]=[CH:23][CH:22]=1>>[O:20]([C:27]1[N:32]=[CH:31][C:30]([CH2:33][N:4]2[CH2:3][CH2:2][N:1]([C:7]3[CH:8]=[CH:9][C:10]4[N:11]([C:13]([C:16]([F:17])([F:18])[F:19])=[N:14][N:15]=4)[N:12]=3)[CH2:6][CH2:5]2)=[CH:29][CH:28]=1)[C:21]1[CH:22]=[CH:23][CH:24]=[CH:25][CH:26]=1. The product is O(C1=CC=CC=C1)C1=CC=C(C=N1)CN1CCN(CC1)C=1C=CC=2N(N1)C(=NN2)C(F)(F)F (6-[4-[(6-phenoxypyridin-3-yl)methyl]piperazin-1-yl]-3-(trifluoromethyl)-[1,2,4]triazolo[4,3-b]pyridazine). Reported procedure: Reductive amination of 6-(piperazin-1-yl)-3-(trifluoromethyl)-[1,2,4]triazolo[4,3-b]pyridazine with 6-phenoxypyridine-3-carbaldehyde was carried out according to General Synthetic Method 7. The crude product was purified by hplc using a Waters XBridge Prep C18 OBD column, 5μ silica, 30 mm diameter, 100 mm length eluted with decreasingly polar mixtures of water (containing 0.1% aqueous ammonia) and acetonitrile as eluents to give 6-[4-[(6-phenoxypyridin-3-yl)methyl]piperazin-1-yl]-3-(trifluoromet... Reactants: N#Cc1cccc(C(=O)Cl)c1, CCOC(=O)CCCCC(C(C)=O)C(=O)OC(C)(C)C, CCOC(C)=O, [Cl-], [Cl-], ClCCl, Cl, [Mg+2], c1ccncc1. The product is CCOC(=O)CCCCC(C(C)=O)(C(=O)OC(C)(C)C)C(=O)c1cccc(C#N)c1. As a reaction SMILES: [C:24](#[N:25])[c:26]1[cH:27][c:28]([C:29](=[O:30])[Cl:31])[cH:32][cH:33][cH:34]1.[C:4]([CH3:5])(=[O:6])[CH:7]([C:8](=[O:9])[O:10][C:11]([CH3:12])([CH3:13])[CH3:14])[CH2:15][CH2:16][CH2:17][CH2:18][C:19](=[O:20])[O:21][CH2:22][CH3:23].[CH3:39][CH2:40][O:41][C:42](=[O:43])[CH3:44].[Cl-:1].[Cl-:3].[Cl:36][CH2:37][Cl:38].[ClH:35].[Mg+2:2].[cH:45]1[cH:46][cH:47][n:48][cH:49][cH:50]1>>[C:4]([CH3:5])(=[O:6])[C:7]([C:8](=[O:9])[O:10][C:11]([CH3:12])([CH3:13])[CH3:14])([CH2:15][CH2:16][CH2:17][CH2:18][C:19](=[O:20])[O:21][CH2:22][CH3:23])[C:29]([c:28]1[cH:27][c:26]([C:24]#[N:25])[cH:34][cH:33][cH:32]1)=[O:30].